From a dataset of the Open Reaction Database (ORD), a public repository of structured organic reaction records. describe an organic reaction: reactants, conditions, products, and yield The reactants are CN(C)CCN, CC(C)=O, Cc1cc(Cl)c2cccc(O)c2n1, Oc1ccccc1. The product is Cl, Cc1cc(NCCN(C)C)c2cccc(O)c2n1. RXN SMILES: [CH3:14][N:15]([CH2:16][CH2:17][NH2:18])[CH3:19].[CH3:27][C:28](=[O:29])[CH3:30].[Cl:1][c:2]1[cH:3][c:4]([CH3:13])[n:5][c:6]2[c:7]([OH:12])[cH:8][cH:9][cH:10][c:11]12.[OH:20][c:21]1[cH:22][cH:23][cH:24][cH:25][cH:26]1>>[ClH:1].[c:2]1([NH:18][CH2:17][CH2:16][N:15]([CH3:14])[CH3:19])[cH:3][c:4]([CH3:13])[n:5][c:6]2[c:7]([OH:12])[cH:8][cH:9][cH:10][c:11]12.